This data is from the Open Reaction Database (ORD), a public repository of structured organic reaction records. The task is: describe an organic reaction: reactants, conditions, products, and yield The reactants are O=C(c1ncc[nH]1)c1ncc[nH]1, CN(C)c1ccncc1, O=C(O)c1cc(F)cnc1Cl, ClCCl, NC1(CO)CCCC1. Product: O=C(NC1(CO)CCCC1)c1cc(F)cnc1Cl. RXN SMILES: [C:1]([c:2]1[nH:3][cH:4][cH:5][n:6]1)([c:7]1[nH:8][cH:9][cH:10][n:11]1)=[O:12].[CH3:35][N:36]([CH3:37])[c:38]1[cH:39][cH:40][n:41][cH:42][cH:43]1.[Cl:13][c:14]1[c:15]([C:16](=[O:17])[OH:18])[cH:19][c:20]([F:23])[cH:21][n:22]1.[Cl:32][CH2:33][Cl:34].[NH2:24][C:25]1([CH2:30][OH:31])[CH2:26][CH2:27][CH2:28][CH2:29]1>>[Cl:13][c:14]1[c:15]([C:16](=[O:18])[NH:24][C:25]2([CH2:30][OH:31])[CH2:26][CH2:27][CH2:28][CH2:29]2)[cH:19][c:20]([F:23])[cH:21][n:22]1. RXN SMILES: [CH3:1][C:2]1[N:7]=[C:6]2[S:8][C:9]3[C:13]([NH2:14])=[N:12][NH:11][C:10]=3[C:5]2=[C:4]([CH3:15])[CH:3]=1.[CH3:16][O:17][C:18]1[CH:25]=[CH:24][C:21]([CH:22]=O)=[CH:20][CH:19]=1.C(O)(=O)C.[BH-](OC(C)=O)(OC(C)=O)OC(C)=O.[Na+].[OH-].[Na+]>ClCCCl.C(Cl)Cl>[CH3:16][O:17][C:18]1[CH:25]=[CH:24][C:21]([CH2:22][NH:14][C:13]2[C:9]3[S:8][C:6]4[C:5]([C:10]=3[NH:11][N:12]=2)=[C:4]([CH3:15])[CH:3]=[C:2]([CH3:1])[N:7]=4)=[CH:20][CH:19]=1 |f:3.4,5.6|. Reaction conditions: time 1 hour. Procedure details: The 6,8-dimethyl-1H-pyrazolo[3′,4′:4,5]thieno[2,3-b]pyridin-3-amine (70 mg, 0.32 mmol) was stirred in DCE (3.2 mL). To this solution was added 4-methoxybenzaldehyde (0.12 mL, 0.96 mmol), acetic acid (0.040 mL, 0.64 mmol) and NaBH(AcO)3 (140 mg, 0.64 mmol). The resulting slurry was stirred for 1 hr, LC\MS indicates the reaction is nearly complete. The reaction was stirred another hour, then diluted with DCM (15 mL) and treated with aqueous 1N NaOH (12 mL). The aqueous layer was separated and extr... The product is COC1=CC=C(CNC2=NNC3=C2SC2=NC(=CC(=C23)C)C)C=C1 (N-(4-METHOXYBENZYL)-6,8-DIMETHYL-1H-PYRAZOLO[3′,4′:4,5]THIENO [2,3-B]PYRIDIN-3-AMINE). Solvent: ClCCCl (DCE), C(Cl)Cl (DCM). Reactants: COC1=CC=C(C=O)C=C1 (4-methoxybenzaldehyde), C(C)(=O)O (acetic acid), [BH-](OC(=O)C)(OC(=O)C)OC(=O)C.[Na+] (NaBH(AcO)3), [OH-].[Na+] (NaOH), CC1=CC(=C2C(=N1)SC1=C2NN=C1N)C (6,8-dimethyl-1H-pyrazolo[3′,4′:4,5]thieno[2,3-b]pyridin-3-amine). Yield: 73.9%. Starting materials: C1COCCN1, CC(Oc1cccc2ncnc(Nc3ccc4c(cnn4Cc4ccccn4)c3)c12)C(=O)O. The product is CC(Oc1cccc2ncnc(Nc3ccc4c(cnn4Cc4ccccn4)c3)c12)C(=O)N1CCOCC1. Reaction SMILES: [CH2:34]1[CH2:35][O:36][CH2:37][CH2:38][NH:39]1.[n:1]1[c:2]([CH2:7][n:8]2[n:9][cH:10][c:11]3[cH:12][c:13]([NH:17][c:18]4[n:19][cH:20][n:21][c:22]5[cH:23][cH:24][cH:25][c:26]([O:28][CH:29]([C:30](=[O:31])[OH:32])[CH3:33])[c:27]45)[cH:14][cH:15][c:16]23)[cH:3][cH:4][cH:5][cH:6]1>>[n:1]1[c:2]([CH2:7][n:8]2[n:9][cH:10][c:11]3[cH:12][c:13]([NH:17][c:18]4[n:19][cH:20][n:21][c:22]5[cH:23][cH:24][cH:25][c:26]([O:28][CH:29]([C:30](=[O:32])[N:39]6[CH2:34][CH2:35][O:36][CH2:37][CH2:38]6)[CH3:33])[c:27]45)[cH:14][cH:15][c:16]23)[cH:3][cH:4][cH:5][cH:6]1. Starting materials: Cl.N[C@@H](CC(C)C)C(=O)N[C@@H](CCCNC(N)=N)C(=O)N1[C@H](C(=O)NCC(=O)N)CCC1 (L-leucyl-L-arginyl-L-prolyl-glycinamide hydrochloride), Cl.C(C1=CC=CC=C1)ON[C@@H](C(C(C)C)=C=O)C(=O)N[C@@H](CCCNC(N)=N)C(=O)N1[C@H](C(=O)NCC(=O)N)CCC1 (Nα -benzyloxy-carbonyl-L-leucyl-L-arginyl-L-prolyl-glycinamide hydrochloride), [N+](=O)([O-])C1=CC=C(C=C1)OC([C@H](NC(=O)OCC1=CC=CC=C1)CC1=CC=CC=C1)=O (Nα -benzyloxycarbonyl-D-phenylalanine p-nitrophenyl ester). The solvent is CN(C=O)C (dimethylformamide). Reaction conditions: time 24 hour. The product is Cl.C(C1=CC=CC=C1)OC(=O)N[C@H](CC1=CC=CC=C1)C(=O)N[C@@H](CC(C)C)C(=O)N[C@@H](CCCNC(N)=N)C(=O)N1[C@H](C(=O)NCC(=O)N)CCC1 (Nα -Benzyloxycarbonyl-D-phenylalanyl-L-leucyl-L-arginyl-L-prolyl-glycinamide hydrochloride). As a reaction SMILES: [ClH:1].[NH2:2][C@H:3]([C:8]([NH:10][C@H:11]([C:19]([N:21]1[CH2:32][CH2:31][CH2:30][C@H:22]1[C:23]([NH:25][CH2:26][C:27]([NH2:29])=[O:28])=[O:24])=[O:20])[CH2:12][CH2:13][CH2:14][NH:15][C:16](=[NH:18])[NH2:17])=[O:9])[CH2:4][CH:5]([CH3:7])[CH3:6].Cl.C(ON[C@H](C(N[C@H](C(N1CCC[C@H]1C(NCC(N)=O)=O)=O)CCCNC(=N)N)=O)C(=C=O)C(C)C)C1C=CC=CC=1.[N+](C1C=CC([O:84][C:85](=O)[C@@H:86]([CH2:98][C:99]2[CH:104]=[CH:103][CH:102]=[CH:101][CH:100]=2)[NH:87][C:88]([O:90][CH2:91][C:92]2[CH:97]=[CH:96][CH:95]=[CH:94][CH:93]=2)=[O:89])=CC=1)([O-])=O>CN(C)C=O>[ClH:1].[CH2:91]([O:90][C:88]([NH:87][C@@H:86]([C:85]([NH:2][C@H:3]([C:8]([NH:10][C@H:11]([C:19]([N:21]1[CH2:32][CH2:31][CH2:30][C@H:22]1[C:23]([NH:25][CH2:26][C:27]([NH2:29])=[O:28])=[O:24])=[O:20])[CH2:12][CH2:13][CH2:14][NH:15][C:16](=[NH:17])[NH2:18])=[O:9])[CH2:4][CH:5]([CH3:6])[CH3:7])=[O:84])[CH2:98][C:99]1[CH:100]=[CH:101][CH:102]=[CH:103][CH:104]=1)=[O:89])[C:92]1[CH:93]=[CH:94][CH:95]=[CH:96][CH:97]=1 |f:0.1,2.3,6.7|. Procedure: The L-leucyl-L-arginyl-L-prolyl-glycinamide hydrochloride obtained from de-protection of 6.43 g. of Nα -benzyloxy-carbonyl-L-leucyl-L-arginyl-L-prolyl-glycinamide hydrochloride, 4.3 g. of Nα -benzyloxycarbonyl-D-phenylalanine p-nitrophenyl ester (prepared as for the L-isomer, J. Org. Chem. 27, 3409 (1962)) and 30 ml. of dimethylformamide is stirred until solution is complete. The solution is allowed to stand at 25° C. for 24 hours, filtered from a small amount of fine solid and again allowed to ... Reactants: CCOC(=O)C(C)(C)Oc1ccc(CCNCc2ccc(C(F)(F)F)cc2)cc1Br, Cc1ccccc1, CCN(C(C)C)C(C)C, CCc1cnc(Cl)nc1. Product: CCOC(=O)C(C)(C)Oc1ccc(CCN(Cc2ccc(C(F)(F)F)cc2)c2ncc(CC)cn2)cc1Br. Reaction SMILES: [Br:1][c:2]1[c:3]([O:4][C:5]([C:6](=[O:7])[O:8][CH2:9][CH3:10])([CH3:11])[CH3:12])[cH:13][cH:14][c:15]([CH2:17][CH2:18][NH:19][CH2:20][c:21]2[cH:22][cH:23][c:24]([C:27]([F:28])([F:29])[F:30])[cH:25][cH:26]2)[cH:16]1.[CH3:49][c:50]1[cH:51][cH:52][cH:53][cH:54][cH:55]1.[CH:40]([N:41]([CH2:42][CH3:43])[CH:44]([CH3:45])[CH3:46])([CH3:47])[CH3:48].[Cl:31][c:32]1[n:33][cH:34][c:35]([CH2:38][CH3:39])[cH:36][n:37]1>>[Br:1][c:2]1[c:3]([O:4][C:5]([C:6](=[O:7])[O:8][CH2:9][CH3:10])([CH3:11])[CH3:12])[cH:13][cH:14][c:15]([CH2:17][CH2:18][N:19]([CH2:20][c:21]2[cH:22][cH:23][c:24]([C:27]([F:28])([F:29])[F:30])[cH:25][cH:26]2)[c:32]2[n:33][cH:34][c:35]([CH2:38][CH3:39])[cH:36][n:37]2)[cH:16]1. Reactants: CS(=O)(=O)Cl (methanesulfonyl chloride), NC1=CC=C2C=CC=NC2=C1C(=O)O (7-amino-quinoline-8-carboxylic acid), N1=CC=CC=C1 (pyridine), ClC=1C(=NC=CC1)N1N=C(C=C1C(=O)O)C(F)(F)F (2-(3-chloro-pyridin-2-yl)-5-trifluoromethyl-2H-pyrazole-3-carboxylic acid). Run in O1CCCC1 (tetrahydrofuran). Reaction conditions: temperature 0 celsius, time 48 hour. Yields the product ClC=1C(=NC=CC1)N1N=C(C=C1C1=NC=2C=CC3=CC=CN=C3C2C(O1)=O)C(F)(F)F (2-[2-(3-chloro-pyridin-2-yl)-5-trifluoromethyl-2H-pyrazol-3-yl]-3-oxa-1,5-diaza-phenanthren-4-one). The yield is 15.2%. Reaction SMILES: [NH2:1][C:2]1[C:11]([C:12]([OH:14])=[O:13])=[C:10]2[C:5]([CH:6]=[CH:7][CH:8]=[N:9]2)=[CH:4][CH:3]=1.[Cl:15][C:16]1[C:17]([N:22]2[C:26]([C:27](O)=O)=[CH:25][C:24]([C:30]([F:33])([F:32])[F:31])=[N:23]2)=[N:18][CH:19]=[CH:20][CH:21]=1.N1C=CC=CC=1.CS(Cl)(=O)=O>O1CCCC1>[Cl:15][C:16]1[C:17]([N:22]2[C:26]([C:27]3[O:13][C:12](=[O:14])[C:11]4[C:10]5[C:5](=[CH:6][CH:7]=[CH:8][N:9]=5)[CH:4]=[CH:3][C:2]=4[N:1]=3)=[CH:25][C:24]([C:30]([F:33])([F:31])[F:32])=[N:23]2)=[N:18][CH:19]=[CH:20][CH:21]=1. Procedure: To a suspension of 500 mg (2.66 mmol) of 7-amino-quinoline-8-carboxylic acid in 20 mL of anhydrous tetrahydrofuran at 10° C., is added 775 mg (2.66 mmol) of 2-(3-chloro-pyridin-2-yl)-5-trifluoromethyl-2H-pyrazole-3-carboxylic acid followed by 1.07 mL (13.28 mmol) of pyridine. Then the suspension is cooled to 0° C. and 830 μL (10.63 mmol) of methanesulfonyl chloride are added dropwise. The mixture is stirred at ambient temperature for 48 hours. Then the solvent is evaporated and the residue is pr...